This data is from the Open Reaction Database (ORD), a public repository of structured organic reaction records. The task is: describe an organic reaction: reactants, conditions, products, and yield Starting materials: C(CCCCC)[C@H]1[C@@H](OC1=O)CC(CCC=C)OC([C@@H](NC=O)CC(C)C)=O (N-formyl-L-leucine 1-[(trans-3-hexyl-4-oxo-2-oxetanyl)methyl]-4-pentenyl ester), [H][H] (hydrogen). The reagents and catalysts are [Pd] (Pd/C). Solvent: C1CCOC1 (THF). The product is C(CCCCC)[C@H]1[C@@H](OC1=O)CC(CCCC)OC([C@@H](NC=O)CC(C)C)=O (N-formyl-L-leucine 1-[(trans-3-hexyl-4-oxo-2-oxetanyl]-methyl]pentyl ester). RXN SMILES: [CH2:1]([C@@H:7]1[C:10](=[O:11])[O:9][C@H:8]1[CH2:12][CH:13]([O:18][C:19](=[O:28])[C@H:20]([CH2:24][CH:25]([CH3:27])[CH3:26])[NH:21][CH:22]=[O:23])[CH2:14][CH2:15][CH:16]=[CH2:17])[CH2:2][CH2:3][CH2:4][CH2:5][CH3:6].[H][H]>C1COCC1.[Pd]>[CH2:1]([C@@H:7]1[C:10](=[O:11])[O:9][C@H:8]1[CH2:12][CH:13]([O:18][C:19](=[O:28])[C@H:20]([CH2:24][CH:25]([CH3:26])[CH3:27])[NH:21][CH:22]=[O:23])[CH2:14][CH2:15][CH2:16][CH3:17])[CH2:2][CH2:3][CH2:4][CH2:5][CH3:6]. Reported procedure: A solution of 10 mg of N-formyl-L-leucine 1-[(trans-3-hexyl-4-oxo-2-oxetanyl)methyl]-4-pentenyl ester in 0.5 ml of THF was treated with 2.5 mg of 5% Pd/C and hydrogenated. After the hydrogen uptake was finished the catalyst was filtered off and the filtrate was evaporated in vacuo. The residue was chromatographed over silica gel with toluene/ethyl acetate (8:2) and there was obtained amorphous N-formyl-L-leucine 1-[(trans-3-hexyl-4-oxo-2-oxetanyl]-methyl]pentyl ester as a mixture of 2 diastereom... Starting materials: CO, O=C1CC=C(c2ccc3oc(=O)[nH]c3c2)CC1. Yields the product O=C1CCC(c2ccc3oc(=O)[nH]c3c2)CC1. Reaction SMILES: [CH3:18][OH:19].[O:1]=[C:2]1[CH2:3][CH:4]=[C:5]([c:8]2[cH:9][cH:10][c:11]3[c:12]([nH:13][c:14](=[O:16])[o:15]3)[cH:17]2)[CH2:6][CH2:7]1>>[O:1]=[C:2]1[CH2:3][CH2:4][CH:5]([c:8]2[cH:9][cH:10][c:11]3[c:12]([nH:13][c:14](=[O:16])[o:15]3)[cH:17]2)[CH2:6][CH2:7]1.